Dataset: the Open Reaction Database (ORD), a public repository of structured organic reaction records. Task: describe an organic reaction: reactants, conditions, products, and yield Starting materials: O (water), C(C)OCC (diethyl ether), ClC1=CC=C(C(=O)NCCCCCCO)C=C1 (6-(4-Chlorobenzoylamino)hexan-1-ol), Br (hydrobromic acid). Product: BrCCCCCCNC(C1=CC=C(C=C1)Cl)=O (1-bromo-6-(4-chlorobenzoylamino)hexane). As a reaction SMILES: [Cl:1][C:2]1[CH:17]=[CH:16][C:5]([C:6]([NH:8][CH2:9][CH2:10][CH2:11][CH2:12][CH2:13][CH2:14]O)=[O:7])=[CH:4][CH:3]=1.O.C(OCC)C.[BrH:24]>>[Br:24][CH2:14][CH2:13][CH2:12][CH2:11][CH2:10][CH2:9][NH:8][C:6](=[O:7])[C:5]1[CH:16]=[CH:17][C:2]([Cl:1])=[CH:3][CH:4]=1. Procedure: 6-(4-Chlorobenzoylamino)hexan-1-ol (17.0 g) was refluxed in 48% hydrobromic acid (260 ml) for 2.5 h. The mixture was cooled and added to water (450 ml) and diethyl ether (450 ml). The organic layer was washed with saturated sodium bicarbonate (450 ml) and brine (450 ml) and was dried over magnesium sulfate. Evaporation followed by recrystallisation from diethyl ether gave 1-bromo-6-(4-chlorobenzoylamino)hexane (8.6 g). 1H-NMR (CDCl3) δ 1.3-2.0 (8H, m), 3.35-3.55 (4H, m), 6.15 (1H, bs), 7.40 (2H,... Starting materials: CCOC(=O)C (EtOAc), CN(C(CCC1CCN(CC1)C(=O)OC(C)(C)C)=O)OC (N-Methyl-N-methoxy-3-(1-(tert-butoxycarbonyl)piperidin-4-yl)propionamide), COCCOC (1,2-dimethoxyethane), FC1=CC=C(C=C1)[Mg]Br (4-fluorophenyl magnesium bromide). Solvent: CCOCC (ether). Run at temperature 0 celsius, time 45 minute. Product: FC1=CC=C(C=C1)C(CCC1CCN(CC1)C(=O)OC(C)(C)C)=O (4-(3-(4-Fluorophenyl)-3-oxo-propyl)-1-tert-butoxycarbonyl-piperidine). Isolated yield 68.9%. Reaction SMILES: CN(OC)[C:3](=[O:19])[CH2:4][CH2:5][CH:6]1[CH2:11][CH2:10][N:9]([C:12]([O:14][C:15]([CH3:18])([CH3:17])[CH3:16])=[O:13])[CH2:8][CH2:7]1.[F:22][C:23]1[CH:28]=[CH:27][C:26]([Mg]Br)=[CH:25][CH:24]=1.COCCOC.CCOC(C)=O>CCOCC>[F:22][C:23]1[CH:28]=[CH:27][C:26]([C:3](=[O:19])[CH2:4][CH2:5][CH:6]2[CH2:7][CH2:8][N:9]([C:12]([O:14][C:15]([CH3:16])([CH3:17])[CH3:18])=[O:13])[CH2:10][CH2:11]2)=[CH:25][CH:24]=1. Procedure details: N-Methyl-N-methoxy-3-(1-(tert-butoxycarbonyl)piperidin-4-yl)propionamide (550 mg, 1.83 mmol, from Step B) was dissolved in 10 mL dry ether and the solution was cooled to 0° C. A solution of 4-fluorophenyl magnesium bromide (2 mL, 1.0 M in THF, 2.01 mmol) was added dropwise. A solid mass formed upon addition and 1 mL 1,2-dimethoxyethane was added. The mixture was warmed to room temperature and stirred for 45 min then poured into 100 mL EtOAc/10 mL 1 M aqueous HCl. The layers were separated and th... The reactants are O=C([O-])[O-], COc1ccc(CCNC(=O)CNc2ccc(C)cc2)cc1OC, CN(C)C=O, ClC(Cl)Cl, O=C(Cl)OCc1ccccc1, [K+], [K+]. Yields the product COc1ccc(CCNC(=O)CN(C(=O)OCc2ccccc2)c2ccc(C)cc2)cc1OC. Reaction SMILES: [C:25](=[O:26])([O-:27])[O-:28].[CH3:1][O:2][c:3]1[cH:4][c:5]([CH2:11][CH2:12][NH:13][C:14]([CH2:15][NH:16][c:17]2[cH:18][cH:19][c:20]([CH3:23])[cH:21][cH:22]2)=[O:24])[cH:6][cH:7][c:8]1[O:9][CH3:10].[CH3:31][N:32]([CH3:33])[CH:34]=[O:35].[CH:47]([Cl:48])([Cl:49])[Cl:50].[Cl:36][C:37](=[O:38])[O:39][CH2:40][c:41]1[cH:42][cH:43][cH:44][cH:45][cH:46]1.[K+:29].[K+:30]>>[CH3:1][O:2][c:3]1[cH:4][c:5]([CH2:11][CH2:12][NH:13][C:14]([CH2:15][N:16]([c:17]2[cH:18][cH:19][c:20]([CH3:23])[cH:21][cH:22]2)[C:37](=[O:38])[O:39][CH2:40][c:41]2[cH:42][cH:43][cH:44][cH:45][cH:46]2)=[O:24])[cH:6][cH:7][c:8]1[O:9][CH3:10]. Starting materials: BrCCCCCC(O)C1=C(C=C(C=C1)Cl)OC (5-bromopentyl 2-methoxy-4-chlorophenyl carbinol), [I-].[Na+] (sodium iodide). Solvent: CC(CC)=O (2-butanone). Yields the product COC1=C(C=CC(=C1)Cl)C=CCCCCI (6-(2-Methoxy-4-chlorophenyl)-5-hexenyl iodide). As a reaction SMILES: Br[CH2:2][CH2:3][CH2:4][CH2:5][CH2:6][CH:7]([C:9]1[CH:14]=[CH:13][C:12]([Cl:15])=[CH:11][C:10]=1[O:16][CH3:17])O.[I-:18].[Na+]>CC(=O)CC>[CH3:17][O:16][C:10]1[CH:11]=[C:12]([Cl:15])[CH:13]=[CH:14][C:9]=1[CH:7]=[CH:6][CH2:5][CH2:4][CH2:3][CH2:2][I:18] |f:1.2|. Procedure details: A mixture of 74 g. of 5-bromopentyl 2-methoxy-4-chlorophenyl carbinol, 50 g. of sodium iodide and 500 ml. of 2-butanone was heated under reflux for 2.5 days. The reaction mixture was concentrated, water added and the mixture extracted with ether. The ether extracts were dried over anhydrous magnesium sulfate and concentrated to give 84 g. of oil used directly in the next reaction without further purification. The reactants are C1CCNCC1, CC(=O)CC(C)=O, O=Cc1cc(F)c(F)c(F)c1, c1ccccc1. Yields the product CC(=O)C(=Cc1cc(F)c(F)c(F)c1)C(C)=O. Reaction SMILES: [CH2:19]1[CH2:20][CH2:21][NH:22][CH2:23][CH2:24]1.[CH3:12][C:13]([CH2:14][C:15]([CH3:16])=[O:17])=[O:18].[F:1][c:2]1[cH:3][c:4]([CH:5]=[O:6])[cH:7][c:8]([F:11])[c:9]1[F:10].[cH:25]1[cH:26][cH:27][cH:28][cH:29][cH:30]1>>[F:1][c:2]1[cH:3][c:4]([CH:5]=[C:14]([C:13]([CH3:12])=[O:18])[C:15]([CH3:16])=[O:17])[cH:7][c:8]([F:11])[c:9]1[F:10]. The reactants are N(=C=S)C1=CC=CC=C1 (Isothiocyanato-benzene), ClC=1C=C(CN2CCC(CC2)NC(CC(=O)NN)=O)C=CC1Cl (N-[1-(3,4-dichlorobenzyl)-piperidin-4-yl]-2-hydrazinocarbonyl-acetamide), N-cyclohexylcarbodiimide N-methyl polystyrene. Solvent: CN(C=O)C (dimethylformamide). Conditions: time 16 hour. Yields the product ClC=1C=C(CN2CCC(CC2)NC(CC=2OC(=NN2)NC2=CC=CC=C2)=O)C=CC1Cl (N-[1-(3,4-Dichlorobenzyl)-piperidin-4-yl]-2-(5-phenylamino-[1,3,4]oxadiazol-2-yl)-acetamide). Reaction SMILES: [N:1]([C:4]1[CH:9]=[CH:8][CH:7]=[CH:6][CH:5]=1)=[C:2]=S.[Cl:10][C:11]1[CH:12]=[C:13]([CH:29]=[CH:30][C:31]=1[Cl:32])[CH2:14][N:15]1[CH2:20][CH2:19][CH:18]([NH:21][C:22](=[O:28])[CH2:23][C:24]([NH:26][NH2:27])=[O:25])[CH2:17][CH2:16]1>CN(C)C=O>[Cl:10][C:11]1[CH:12]=[C:13]([CH:29]=[CH:30][C:31]=1[Cl:32])[CH2:14][N:15]1[CH2:16][CH2:17][CH:18]([NH:21][C:22](=[O:28])[CH2:23][C:24]2[O:25][C:2]([NH:1][C:4]3[CH:9]=[CH:8][CH:7]=[CH:6][CH:5]=3)=[N:27][N:26]=2)[CH2:19][CH2:20]1. Procedure details: Isothiocyanato-benzene (0.1 ml) and N-[1-(3,4-dichlorobenzyl)-piperidin-4-yl]-2-hydrazinocarbonyl-acetamide (0.10 g) were stirred together in dimethylformamide (2 ml) at ambient temperature for 2 hours. AM resin (0.162 g, Novabiochem, 2% DVB 1.57 mmol/g) was added and the resulting mixture was stirred at ambient temperature for 16 hours. N-cyclohexylcarbodiimide N-methyl polystyrene HL (0.319 g, Novabiochem, 1.69 mmol/g) was added and the resulting mixture was stirred at 80° C. for 24 hours, the... The reactants are CSC=1NC=C(C1)C(C1=CC(=C(C(=C1)C(C)(C)C)O)C(C)(C)C)=O (2-Methylthio-4-(3,5-di-t-butyl-4-hydroxybenzoyl)pyrrole), [H-].[Na+] (sodium hydride), HCl ice water, CI (methyl iodide). Run in CN(C=O)C (dimethylformamide). Run at temperature 0 celsius, time 45 minute. Product: CN1C(=CC(=C1)C(C1=CC(=C(C(=C1)C(C)(C)C)O)C(C)(C)C)=O)SC (N-methyl-2-methylthio-4-(3,5-di-t-butyl-4-hydroxybenzoyl)pyrrole). Reaction SMILES: [CH3:1][S:2][C:3]1[NH:4][CH:5]=[C:6]([C:8](=[O:24])[C:9]2[CH:14]=[C:13]([C:15]([CH3:18])([CH3:17])[CH3:16])[C:12]([OH:19])=[C:11]([C:20]([CH3:23])([CH3:22])[CH3:21])[CH:10]=2)[CH:7]=1.[H-].[Na+].[CH3:27]I>CN(C)C=O>[CH3:27][N:4]1[CH:5]=[C:6]([C:8](=[O:24])[C:9]2[CH:14]=[C:13]([C:15]([CH3:16])([CH3:17])[CH3:18])[C:12]([OH:19])=[C:11]([C:20]([CH3:23])([CH3:22])[CH3:21])[CH:10]=2)[CH:7]=[C:3]1[S:2][CH3:1] |f:1.2|. Procedure details: 2-Methylthio-4-(3,5-di-t-butyl-4-hydroxybenzoyl)pyrrole (1 g) was added to a cooled, stirred suspension of 0.28 g of sodium hydride (50% in mineral oil) in 20 ml of anhydrous dimethylformamide under nitrogen. After 45 minutes at room temperature, the mixture was cooled to 0° C. and 0.25 ml of methyl iodide was added. After 30 minutes, the reaction mixture was poured into a 10% HCl-ice-water mixture, then extracted three times with 100 ml ethyl acetate. The organic layer was washed five times wit...